From a dataset of the Open Reaction Database (ORD), a public repository of structured organic reaction records. describe an organic reaction: reactants, conditions, products, and yield Reactants: CN1C(NC([C@]12CC=1C(=NC=C(C1)C(=O)O)C2)=O)=O ((6R)-3′-methyl-2′,5′-dioxo-5,7-dihydrospiro[cyclopenta[b]pyridine-6,4′-imidazolidine]-3-carboxylic acid), CN1C(NC([C@]12CC=1C(=NC=C(C1)C(=O)O)C2)=O)=O ((6R)-3′-methyl-2′,5′-dioxo-5,7-dihydrospiro[cyclopenta[b]pyridine-6,4′-imidazolidine]-3-carboxylic acid), Cl.N[C@@H]1C(N([C@@H]([C@@H](C1)C1=C(C(=CC(=C1F)F)F)F)C)CC(F)(F)F)=O ((3S,5S,6R)-3-amino-6-methyl-1-(2,2,2-trifluoroethyl)-5-(2,3,5,6-tetrafluorophenyl)piperidin-2-one hydrochloride), Cl.N[C@@H]1C(N([C@@H]([C@@H](C1)C1=C(C(=CC(=C1F)F)F)F)C)CC(F)(F)F)=O ((3S,5S,6R)-3-amino-6-methyl-1-(2,2,2-trifluoroethyl)-5-(2,3,5,6-tetrafluorophenyl)piperidin-2-one hydrochloride), C=1C=CC2=C(C1)N=NN2O (HOBT), C(CCl)Cl (EDC), C(C)(C)N(C(C)C)CC (N,N-diisopropylethylamine), C([O-])(O)=O.[Na+] (sodium bicarbonate). Solvent: CN(C)C=O (DMF). Conditions: time 6 hour. Yields the product [NH4+].[OH-] (NH4OH), CN1C(NC([C@]12CC=1C(=NC=C(C1)C(=O)N[C@@H]1C(N([C@@H]([C@@H](C1)C1=C(C(=CC(=C1F)F)F)F)C)CC(F)(F)F)=O)C2)=O)=O ((6R)-3′-Methyl-N-[(3S,5S,6R)-6-methyl-2-oxo-1-(2,2,2-trifluoroethyl)-5-(2,3,5,6-tetrafluorophenyl)piperidin-3-yl]-2′,5′-dioxo-5,7-dihydrospiro[cyclopenta[b]pyridine-6,4′-imidazolidine]-3-carboxamide). Reaction SMILES: [CH3:1][N:2]1[C@:6]2([CH2:17][C:9]3=[N:10][CH:11]=[C:12]([C:14]([OH:16])=[O:15])[CH:13]=[C:8]3[CH2:7]2)[C:5](=[O:18])[NH:4][C:3]1=[O:19].Cl.[NH2:21][C@H:22]1[CH2:27][C@@H:26]([C:28]2[C:33]([F:34])=[C:32]([F:35])[CH:31]=[C:30]([F:36])[C:29]=2[F:37])[C@@H:25]([CH3:38])[N:24]([CH2:39][C:40]([F:43])([F:42])[F:41])[C:23]1=[O:44].C1C=CC2N(O)N=NC=2C=1.C(Cl)CCl.C(N(CC)C(C)C)(C)C.C(=O)(O)[O-].[Na+]>CN(C=O)C>[NH4+:2].[OH-:15].[CH3:1][N:2]1[C@:6]2([CH2:17][C:9]3=[N:10][CH:11]=[C:12]([C:14]([NH:21][C@H:22]4[CH2:27][C@@H:26]([C:28]5[C:33]([F:34])=[C:32]([F:35])[CH:31]=[C:30]([F:36])[C:29]=5[F:37])[C@@H:25]([CH3:38])[N:24]([CH2:39][C:40]([F:43])([F:42])[F:41])[C:23]4=[O:44])=[O:16])[CH:13]=[C:8]3[CH2:7]2)[C:5](=[O:18])[NH:4][C:3]1=[O:19] |f:1.2,6.7,9.10|. Procedure: To a stirred mixture of (6R)-3′-methyl-2′,5′-dioxo-5,7-dihydrospiro[cyclopenta[b]pyridine-6,4′-imidazolidine]-3-carboxylic acid (described in Intermediate 19, 36 mg, 0.139 mmol), (3S,5S,6R)-3-amino-6-methyl-1-(2,2,2-trifluoroethyl)-5-(2,3,5,6-tetrafluorophenyl)piperidin-2-one hydrochloride (described in Intermediate 16, 50 mg, 0.127 mmol), HOBT (25 mg, 0.165 mmol), and EDC (32 mg, 0.165 mmol) in DMF (1.5 mL) was added N,N-diisopropylethylamine (0.066 mL, 0.380 mmol), and the resulting mixture wa... Reactants: Cl (HCl), COC1=CC=C(C2=C1OC1=C2C=CC=C1)C=1SC=C(N1)C1=CC=CC(=N1)C(=O)OCC (ethyl 6-(2-(4-methoxydibenzo[b,d]furan-1-yl)thiazol-4-yl)picolinate), [OH-].[K+] (potassium hydroxide). Run in O (water), C(C)O (ethanol), O (water). Run at time 2 hour. The product is COC1=CC=C(C2=C1OC1=C2C=CC=C1)C=1SC=C(N1)C1=CC=CC(=N1)C(=O)O (6-(2-(4-methoxydibenzo[b,d]furan-1-yl)thiazol-4-yl)picolinic acid). Yield: 42.0%. RXN SMILES: [CH3:1][O:2][C:3]1[C:8]2[O:9][C:10]3[CH:15]=[CH:14][CH:13]=[CH:12][C:11]=3[C:7]=2[C:6]([C:16]2[S:17][CH:18]=[C:19]([C:21]3[N:26]=[C:25]([C:27]([O:29]CC)=[O:28])[CH:24]=[CH:23][CH:22]=3)[N:20]=2)=[CH:5][CH:4]=1.[OH-].[K+].Cl>C(O)C.O>[CH3:1][O:2][C:3]1[C:8]2[O:9][C:10]3[CH:15]=[CH:14][CH:13]=[CH:12][C:11]=3[C:7]=2[C:6]([C:16]2[S:17][CH:18]=[C:19]([C:21]3[N:26]=[C:25]([C:27]([OH:29])=[O:28])[CH:24]=[CH:23][CH:22]=3)[N:20]=2)=[CH:5][CH:4]=1 |f:1.2|. Reported procedure: To a slurry of ethyl 6-(2-(4-methoxydibenzo[b,d]furan-1-yl)thiazol-4-yl)picolinate (50 mg, 0.116 mmol) in ethanol (5 mL), potassium hydroxide (30 mg, 0.535 mmol) in water (0.5 mL) was added. The reaction slurry was stirred at room temperature for 2 h. Subsequently the reaction mixture was poured into water acidified with 1N HCl to a pH of 3-4; the precipitated solid was filtered and washed with ether and hexane. Yield—42%; Rf 0.23 (Chloroform:Methanol (8.5:1.5); HPLC (purity): 96%; 1H-NMR (CDCl3... The reactants are CC1=C(SC=C1C)C1CO1 (3-methyl-4-methylthiophenylethylene oxide), C(C)(C)N (isopropylamine). Solvent: C(C)(C)O (isopropanol). Product: CC1=C(SC=C1C)C(CNC(C)C)O (1-(3-methyl-4-methylthiophenyl)-2-isopropylaminoethanol). Isolated yield 153.5%. Reaction SMILES: [CH3:1][C:2]1[C:6]([CH3:7])=[CH:5][S:4][C:3]=1[CH:8]1[O:10][CH2:9]1.[CH:11]([NH2:14])([CH3:13])[CH3:12]>C(O)(C)C>[CH3:1][C:2]1[C:6]([CH3:7])=[CH:5][S:4][C:3]=1[CH:8]([OH:10])[CH2:9][NH:14][CH:11]([CH3:13])[CH3:12]. Procedure: To 5.7 g of 3-methyl-4-methylthiophenylethylene oxide in 30 cc of isopropanol, 7.6 g of isopropylamine are added. The solution is refluxed overnight. The solvent and excess of amine are evaporated under vacuum. The oil obtained crystallises a little moment later. 12.1 g of 1-(3-methyl-4-methylthiophenyl)-2-isopropylaminoethanol are obtained (yield of 61 %) which are recrystallised from cyclohexane. Melting point: 89.5°-90.5°. The hydrochloride is recrystallised from a methanol-ether mixture; mel... As a reaction SMILES: [C:5]([CH3:6])(=[O:7])[NH:8][c:9]1[c:10]([Cl:17])[n:11][c:12]([CH2:15][CH3:16])[cH:13][cH:14]1.[CH3:25][C:26](=[O:27])[CH3:28].[K+:23].[Mn:18](=[O:19])([O-:20])(=[O:21])=[O:22].[OH2:24].[OH:1][N+:2](=[O:3])[O-:4]>>[C:5]([CH3:6])(=[O:7])[NH:8][c:9]1[c:10]([Cl:17])[n:11][c:12]([C:15]([CH3:16])=[O:19])[cH:13][cH:14]1. The reactants are CCc1ccc(NC(C)=O)c(Cl)n1, CC(C)=O, [K+], O=[Mn](=O)(=O)[O-], O, O=[N+]([O-])O. Product: CC(=O)Nc1ccc(C(C)=O)nc1Cl. Reactants: C1(=CC=CS1)CNC(=S)N (N-thenylthiourea), ClCC(=O)C1=CC=C(C=C1)F (α-chloro-p-fluoroacetophenone). Solvent: C(C)O (ethanol). Yields the product Cl.C1(=CC=CS1)CNC=1SC=C(N1)C1=CC=C(C=C1)F (2-thenylamino-4(p-fluorophenyl)-thiazole hydrochloride). Isolated yield 56.4%. As a reaction SMILES: [C:1]1([CH2:6][NH:7][C:8]([NH2:10])=[S:9])[S:5][CH:4]=[CH:3][CH:2]=1.[Cl:11][CH2:12][C:13]([C:15]1[CH:20]=[CH:19][C:18]([F:21])=[CH:17][CH:16]=1)=O>C(O)C>[ClH:11].[C:1]1([CH2:6][NH:7][C:8]2[S:9][CH:12]=[C:13]([C:15]3[CH:20]=[CH:19][C:18]([F:21])=[CH:17][CH:16]=3)[N:10]=2)[S:5][CH:4]=[CH:3][CH:2]=1 |f:3.4|. Reported procedure: N-thenylthiourea (0.80 grams, 0.0046 moles) and α-chloro-p-fluoroacetophenone (0.80 grams, 0.0046 moles, Aldrich Chem. Co.) in 11 ml absolute ethanol were heated at reflux temperature under nitrogen for 90 minutes. After cooling, and ethanol was removed under vacuum and the solids triturated with ethanol, filtered and vacuum dried over phosphorous pentoxide, yielding 0.848 grams (56%) of 2-thenylamino-4(p-fluorophenyl)-thiazole hydrochloride, m.p. 184°-187° C. The reactants are ClC1=NC(=C2N=C(N(C2=N1)C)CN1CCC(CC1)C(C)(C)O)N1CCOCC1 (2-(1-((2-chloro-9-methyl-6-morpholino-9H-purin-8-yl)methyl)piperidin-4-yl)propan-2-ol), C(C)(C)OC1=NC2=C(N1)C=CC=C2 (2-isopropoxy-1H-benzo[d]imidazole). The product is C(C)(C)OC1=NC2=C(N1C1=NC(=C3N=C(N(C3=N1)C)CN1CCC(CC1)C(C)(C)O)N1CCOCC1)C=CC=C2 (2-(1-((2-(2-isopropoxy-1H-benzo[d]imidazol-1-yl)-9-methyl-6-morpholino-9H-purin-8-yl)methyl)piperidin-4-yl)propan-2-ol). Reaction SMILES: Cl[C:2]1[N:10]=[C:9]2[C:5]([N:6]=[C:7]([CH2:12][N:13]3[CH2:18][CH2:17][CH:16]([C:19]([OH:22])([CH3:21])[CH3:20])[CH2:15][CH2:14]3)[N:8]2[CH3:11])=[C:4]([N:23]2[CH2:28][CH2:27][O:26][CH2:25][CH2:24]2)[N:3]=1.[CH:29]([O:32][C:33]1[NH:37][C:36]2[CH:38]=[CH:39][CH:40]=[CH:41][C:35]=2[N:34]=1)([CH3:31])[CH3:30]>>[CH:29]([O:32][C:33]1[N:34]([C:2]2[N:10]=[C:9]3[C:5]([N:6]=[C:7]([CH2:12][N:13]4[CH2:18][CH2:17][CH:16]([C:19]([OH:22])([CH3:21])[CH3:20])[CH2:15][CH2:14]4)[N:8]3[CH3:11])=[C:4]([N:23]3[CH2:28][CH2:27][O:26][CH2:25][CH2:24]3)[N:3]=2)[C:35]2[CH:41]=[CH:40][CH:39]=[CH:38][C:36]=2[N:37]=1)([CH3:31])[CH3:30]. Procedure details: Following General Procedure I for Buchwald coupling, 2-(1-((2-chloro-9-methyl-6-morpholino-9H-purin-8-yl)methyl)piperidin-4-yl)propan-2-ol and 2-isopropoxy-1H-benzo[d]imidazole were reacted to give 338. LCMS: M+H+=549.3 The reactants are [Mg] (magnesium), [Si](C)(C)(C(C)(C)C)OC=1C(=C(C=CC1)C(=CC(=O)OC)CC1CC1)F (Methyl 3-(3-(tert-butyldimethylsilyloxy)-2-fluorophenyl)-4-cyclopropylbut-2-enoate), [F-].[K+] (potassium fluoride). Run in CO (MeOH). Conditions: time 8 hour. Yields the product C1(CC1)CC(CC(=O)OC)C1=C(C(=CC=C1)O)F (Methyl 4-cyclopropyl-3-(2-fluoro-3-hydroxyphenyl)butanoate). Yield: 78.7%. Reaction SMILES: [Si]([O:8][C:9]1[C:10]([F:25])=[C:11]([C:15]([CH2:21][CH:22]2[CH2:24][CH2:23]2)=[CH:16][C:17]([O:19][CH3:20])=[O:18])[CH:12]=[CH:13][CH:14]=1)(C(C)(C)C)(C)C.[Mg].[F-].[K+]>CO>[CH:22]1([CH2:21][CH:15]([C:11]2[CH:12]=[CH:13][CH:14]=[C:9]([OH:8])[C:10]=2[F:25])[CH2:16][C:17]([O:19][CH3:20])=[O:18])[CH2:23][CH2:24]1 |f:2.3|. Procedure: A 250 mL round bottom flask was charged with 84.D (4.95 g, 13.6 mmol) and MeOH (60 mL) and flushed with N2. To the solution were added magnesium turnings (0.990 g, 40.7 mmol) in one portion (a few turnings were fractured by hammering prior to addition to expose clean metallic edges). The gently bubbling mixture was stirred overnight at room temperature. To the mixture was added potassium fluoride (0.789 g, 13.6 mmol). The resulting mixture was stirred for 1 hour, quenched with 1 N HCl (90 mL), a... The reactants are C(C)OC1=C(C(=C(C=O)C=C1OCC)[N+](=O)[O-])[N+](=O)[O-] (4,5-Diethoxy-2,3-dinitro-benzaldehyde), CN(C=O)C (N,N-dimethylformamide), CC(C(=O)[O-])S (methylthioglycolate). The solvent is C(C)N(CC)CC (Triethylamine). Reaction conditions: time 8 hour. Product: COC(=O)C1=CC2=C(S1)C(=C(C(=C2)OCC)OCC)[N+](=O)[O-] (5,6-Diethoxy-7-nitro-benzo[b]thiophene-2-carboxylic acid methyl ester). Reaction SMILES: [CH2:1]([O:3][C:4]1[C:11]([O:12][CH2:13][CH3:14])=[CH:10][C:7]([CH:8]=O)=[C:6]([N+]([O-])=O)[C:5]=1[N+:18]([O-:20])=[O:19])[CH3:2].[CH3:21]N(C)C=O.C[CH:27]([SH:31])[C:28]([O-:30])=[O:29]>C(N(CC)CC)C>[CH3:21][O:30][C:28]([C:27]1[S:31][C:6]2[C:5]([N+:18]([O-:20])=[O:19])=[C:4]([O:3][CH2:1][CH3:2])[C:11]([O:12][CH2:13][CH3:14])=[CH:10][C:7]=2[CH:8]=1)=[O:29]. Procedure details: 4,5-Diethoxy-2,3-dinitro-benzaldehyde (1.53 g) was dissolved into N,N-dimethylformamide (6 ml) and then methylthioglycolate (1.36 ml) was added. Triethylamine (2.6 ml) was added in cold to the reaction solution. The mixture was stirred overnight. The solid was filtered and washed with N,N-dimethylformamide. The reactants are NC1=C2CCNC(C2=C(C(=C1I)C1=C(N=NN1C)C)Cl)=O (5-amino-8-chloro-7-(1,4-dimethyl-1H-1,2,3-triazol-5-yl)-6-iodo-3,4-dihydroisoquinolin-1(2H)-one). The reagents and catalysts are [Pd] (palladium on carbon). Solvent: C(C)(=O)O (acetic acid), CO (methanol). Conditions: time 8 hour. The product is NC1=C2CCNC(C2=C(C(=C1)C1=C(N=NN1C)C)Cl)=O (5-amino-8-chloro-7-(1,4-dimethyl-1H-1,2,3-triazol-5-yl)-3,4-dihydroisoquinolin-1(2H)-one). Yield: 178.8%. RXN SMILES: [NH2:1][C:2]1[C:11](I)=[C:10]([C:13]2[N:17]([CH3:18])[N:16]=[N:15][C:14]=2[CH3:19])[C:9]([Cl:20])=[C:8]2[C:3]=1[CH2:4][CH2:5][NH:6][C:7]2=[O:21]>[Pd].C(O)(=O)C.CO>[NH2:1][C:2]1[CH:11]=[C:10]([C:13]2[N:17]([CH3:18])[N:16]=[N:15][C:14]=2[CH3:19])[C:9]([Cl:20])=[C:8]2[C:3]=1[CH2:4][CH2:5][NH:6][C:7]2=[O:21]. Reported procedure: Two batches were prepared by the following method: a mixture of 5-amino-8-chloro-7-(1,4-dimethyl-1H-1,2,3-triazol-5-yl)-6-iodo-3,4-dihydroisoquinolin-1(2H)-one (293f, 2.9 g, 6.9 mmol each batch) and palladium on carbon (2.9 g) in glacial acetic acid (29 mL) and methanol (290 mL) was stirred under a hydrogen balloon at room temperature overnight. The combined reaction mixtures were filtered through celite, and the filter pad washed with methanol (300 mL). The filtrate was concentrated and the res... Reactants: CN(C)C=O, Fc1cccc(F)n1, [H-], [Na+], N#Cc1ccc(CO)cc1. Product: N#Cc1ccc(COc2cccc(F)n2)cc1. RXN SMILES: [CH3:21][N:22]([CH3:23])[CH:24]=[O:25].[F:1][c:2]1[n:3][c:4]([F:8])[cH:5][cH:6][cH:7]1.[H-:19].[Na+:20].[OH:9][CH2:10][c:11]1[cH:12][cH:13][c:14]([C:15]#[N:16])[cH:17][cH:18]1>>[c:2]1([O:9][CH2:10][c:11]2[cH:12][cH:13][c:14]([C:15]#[N:16])[cH:17][cH:18]2)[n:3][c:4]([F:8])[cH:5][cH:6][cH:7]1.